This data is from the Open Reaction Database (ORD), a public repository of structured organic reaction records. The task is: describe an organic reaction: reactants, conditions, products, and yield The reactants are NC1=NC(=C(C(=N1)N)C1=C(C(=CC=C1)Cl)Cl)C (2,4-Diamino-5-(2,3-dichlorophenyl)-6-methylpyrimidine), NC1=NC=C(C(=C1)N)C1=C(C=C(C=C1)[N+](=O)[O-])C1=C(C(=CC=C1)Cl)Cl (2,4-Diamino-5-(2,3-dichlorophenyl-4-nitrophenyl)pyridine), NC1=NC(=C(C(=N1)N)C1=C(C(=CC(=C1)[N+](=O)[O-])Cl)Cl)C (2,4-diamino-5(2,3-dichloro-5-nitrophenyl)-6-methyl pyrimidine). Yields the product NC1=NC(=C(C(=N1)N)C1=C(C(=C(C=C1)[N+](=O)[O-])Cl)Cl)C (2,4-Diamino-5-(2,3-dichloro-4-nitrophenyl)-6-methyl pyrimidine). RXN SMILES: [NH2:1][C:2]1[N:7]=[C:6]([NH2:8])[C:5]([C:9]2[CH:14]=[CH:13][CH:12]=[C:11]([Cl:15])[C:10]=2[Cl:16])=[C:4]([CH3:17])[N:3]=1.NC1C=C(N)C(C2C=CC([N+:32]([O-:34])=[O:33])=CC=2C2C=CC=C(Cl)C=2Cl)=CN=1.NC1N=C(N)C(C2C=C([N+]([O-])=O)C=C(Cl)C=2Cl)=C(C)N=1>>[NH2:1][C:2]1[N:7]=[C:6]([NH2:8])[C:5]([C:9]2[CH:14]=[CH:13][C:12]([N+:32]([O-:34])=[O:33])=[C:11]([Cl:15])[C:10]=2[Cl:16])=[C:4]([CH3:17])[N:3]=1. Reported procedure: This compound was made from the compound of Example 15 in an analogous manner to the compound of Example 39, mp. 265° C. Also obtained from this reaction was 2,4-diamino-5(2,3-dichloro-5-nitrophenyl)-6-methyl pyrimidine. RXN SMILES: [Br:22][c:23]1[cH:24][c:25]([C:30]2([c:41]3[cH:42][n:43][cH:44][n:45][cH:46]3)[N:31]=[C:32]([NH2:40])[c:33]3[c:34]([F:39])[cH:35][cH:36][cH:37][c:38]32)[cH:26][cH:27][c:28]1[F:29].[CH3:1][O:2][c:3]1[cH:4][c:5]([Sn:9]([CH2:10][CH2:11][CH2:12][CH3:13])([CH2:14][CH2:15][CH2:16][CH3:17])[CH2:18][CH2:19][CH2:20][CH3:21])[n:6][cH:7][cH:8]1.[O:47]=[CH:48][N:49]([CH3:50])[CH3:51].[cH:52]1[cH:53][cH:54][c:55]([P:56]([Pd:57]([P:58]([c:59]2[cH:60][cH:61][cH:62][cH:63][cH:64]2)([c:65]2[cH:66][cH:67][cH:68][cH:69][cH:70]2)[c:71]2[cH:72][cH:73][cH:74][cH:75][cH:76]2)([P:77]([c:78]2[cH:79][cH:80][cH:81][cH:82][cH:83]2)([c:84]2[cH:85][cH:86][cH:87][cH:88][cH:89]2)[c:90]2[cH:91][cH:92][cH:93][cH:94][cH:95]2)[P:96]([c:97]2[cH:98][cH:99][cH:100][cH:101][cH:102]2)([c:103]2[cH:104][cH:105][cH:106][cH:107][cH:108]2)[c:109]2[cH:110][cH:111][cH:112][cH:113][cH:114]2)([c:115]2[cH:116][cH:117][cH:118][cH:119][cH:120]2)[c:121]2[cH:122][cH:123][cH:124][cH:125][cH:126]2)[cH:127][cH:128]1>>[CH3:1][O:2][c:3]1[cH:4][c:5](-[c:23]2[cH:24][c:25]([C:30]3([c:41]4[cH:42][n:43][cH:44][n:45][cH:46]4)[N:31]=[C:32]([NH2:40])[c:33]4[c:34]([F:39])[cH:35][cH:36][cH:37][c:38]43)[cH:26][cH:27][c:28]2[F:29])[n:6][cH:7][cH:8]1. Yields the product COc1ccnc(-c2cc(C3(c4cncnc4)N=C(N)c4c(F)cccc43)ccc2F)c1. The reactants are NC1=NC(c2cncnc2)(c2ccc(F)c(Br)c2)c2cccc(F)c21, CCCC[Sn](CCCC)(CCCC)c1cc(OC)ccn1, CN(C)C=O, c1ccc(P(c2ccccc2)(c2ccccc2)[Pd](P(c2ccccc2)(c2ccccc2)c2ccccc2)(P(c2ccccc2)(c2ccccc2)c2ccccc2)P(c2ccccc2)(c2ccccc2)c2ccccc2)cc1. Reactants: CCn1c(=O)c(-c2cc(OC)cc(OC)c2)cc2nnc(SC)nc21, Nc1ccncc1. Product: CCn1c(=O)c(-c2cc(OC)cc(OC)c2)cc2nnc(Nc3ccncc3)nc21. Reaction SMILES: [CH3:1][O:2][c:3]1[cH:4][c:5](-[c:11]2[cH:12][c:13]3[c:14]([n:15][c:16]([S:19][CH3:20])[n:17][n:18]3)[n:21]([CH2:24][CH3:25])[c:22]2=[O:23])[cH:6][c:7]([O:9][CH3:10])[cH:8]1.[NH2:26][c:27]1[cH:28][cH:29][n:30][cH:31][cH:32]1>>[CH3:1][O:2][c:3]1[cH:4][c:5](-[c:11]2[cH:12][c:13]3[c:14]([n:15][c:16]([NH:26][c:27]4[cH:28][cH:29][n:30][cH:31][cH:32]4)[n:17][n:18]3)[n:21]([CH2:24][CH3:25])[c:22]2=[O:23])[cH:6][c:7]([O:9][CH3:10])[cH:8]1.